This data is from the Open Reaction Database (ORD), a public repository of structured organic reaction records. The task is: describe an organic reaction: reactants, conditions, products, and yield Starting materials: ClC1=NC(=C2C(=N1)NN=C2)NC2=CC=C(C=C2)S(=O)(=O)N (4-(6-chloro-1H-pyrazolo[3,4-d]pyrimidin-4-ylamino)-benzenesulfonamide), N1N=CC2=CC(=CC=C12)N (1H-indazol-5-ylamine), 5A, C(=O)(C(F)(F)F)O (TFA). The solvent is CS(=O)C (DMSO). Reaction conditions: temperature 120 celsius. The product is N1N=CC2=CC(=CC=C12)NC1=NC(=C2C(=N1)NN=C2)NC2=CC=C(C=C2)S(=O)(=O)N (4-[6-(1H-indazol-5-ylamino)-1H-pyrazolo[3,4-d]pyrimidin-4-ylamino]-benzenesulfonamide). Isolated yield 99.0%. Reaction SMILES: Cl[C:2]1[N:7]=[C:6]2[NH:8][N:9]=[CH:10][C:5]2=[C:4]([NH:11][C:12]2[CH:17]=[CH:16][C:15]([S:18]([NH2:21])(=[O:20])=[O:19])=[CH:14][CH:13]=2)[N:3]=1.[NH:22]1[C:30]2[C:25](=[CH:26][C:27]([NH2:31])=[CH:28][CH:29]=2)[CH:24]=[N:23]1.C(O)(C(F)(F)F)=O>CS(C)=O>[NH:22]1[C:30]2[C:25](=[CH:26][C:27]([NH:31][C:2]3[N:7]=[C:6]4[NH:8][N:9]=[CH:10][C:5]4=[C:4]([NH:11][C:12]4[CH:17]=[CH:16][C:15]([S:18]([NH2:21])(=[O:20])=[O:19])=[CH:14][CH:13]=4)[N:3]=3)=[CH:28][CH:29]=2)[CH:24]=[N:23]1. Procedure details: Compound 4A, 1H-indazol-5-ylamine Compound 5A and TFA (94 ul, 1.1 mmol) were mixed in dry DMSO (1 ml) and heated to 120° C. for 48 hours to provide Compound 12 (99% yield). 1HNMR (CD3OD) δ 8.5 (s, 1H), 8.12 (s, 2H), 7.9 (m, 2H), 7.7 (d, 2H), 7.5 (d, 2H); MS 536 (M+H+). Reactants: COc1ccc(C(=O)Cc2c(Cl)cncc2Cl)cc1OC, O=C(Cl)c1ccc([N+](=O)[O-])cc1. Yields the product COc1ccc(C(=Cc2c(Cl)cncc2Cl)OC(=O)c2ccc([N+](=O)[O-])cc2)cc1OC. Reaction SMILES: [Cl:13][c:14]1[cH:15][n:16][cH:17][c:18]([Cl:33])[c:19]1[CH2:20][C:21](=[O:22])[c:23]1[cH:24][c:25]([O:31][CH3:32])[c:26]([O:29][CH3:30])[cH:27][cH:28]1.[N+:1](=[O:2])([O-:3])[c:4]1[cH:5][cH:6][c:7]([C:8](=[O:9])[Cl:10])[cH:11][cH:12]1>>[N+:1](=[O:2])([O-:3])[c:4]1[cH:5][cH:6][c:7]([C:8](=[O:9])[O:22][C:21](=[CH:20][c:19]2[c:14]([Cl:13])[cH:15][n:16][cH:17][c:18]2[Cl:33])[c:23]2[cH:24][c:25]([O:31][CH3:32])[c:26]([O:29][CH3:30])[cH:27][cH:28]2)[cH:11][cH:12]1. The reactants are BrCC(=O)NC1=CC=C(C=C1)OCCCC (4-((bromoacetyl)amino)-1-butoxybenzene), FC1=C(N)C=CC=C1 (2-fluoroaniline), ice water. Solvent: CN(C)C=O (DMF). Yields the product FC1=C(C=CC=C1)NCC(=O)NC1=CC=C(C=C1)OCCCC (4-((2-((2-Fluorophenyl)amino)acetyl)amino)-1-butoxybenzene). Isolated yield 45.2%. As a reaction SMILES: Br[CH2:2][C:3]([NH:5][C:6]1[CH:11]=[CH:10][C:9]([O:12][CH2:13][CH2:14][CH2:15][CH3:16])=[CH:8][CH:7]=1)=[O:4].[F:17][C:18]1[CH:24]=[CH:23][CH:22]=[CH:21][C:19]=1[NH2:20]>CN(C=O)C>[F:17][C:18]1[CH:24]=[CH:23][CH:22]=[CH:21][C:19]=1[NH:20][CH2:2][C:3]([NH:5][C:6]1[CH:11]=[CH:10][C:9]([O:12][CH2:13][CH2:14][CH2:15][CH3:16])=[CH:8][CH:7]=1)=[O:4]. Procedure details: A solution of 4-((bromoacetyl)amino)-1-butoxybenzene (1.0 g, 3.5 mmol) and 2-fluoroaniline (1.0 g, 0.87 mL, 8.8 mmol) in anhydrous DMF (30 mL) was heated to 90°-100° C. overnight with stirring under N2. The solution was cooled, poured into 500 mL of ice-water, and then extracted with CH2Cl2 (3×50 mL). The layers were separated and the organic layer was dried (MgSO4), filtered and then concentrated to an oily residue. Purification by chromatography, eluting with hexane-ethyl acetate (2:1), afford... Reactants: Cl.N1(N=CN=C1)CC(=O)O (2-(1H-1,2,4-triazol-1-yl)acetic acid hydrochloride), ClC1=C(C[C@@H]2C[C@H](NC2)C(=O)NC2=CC=C(C=C2)OC2=CC=C(C=C2)F)C=CC=C1 ((2S,4R)-4-(2-chlorobenzyl)-N-(4-(4-fluorophenoxy)phenyl)pyrrolidine-2-carboxamide). Yields the product Compound 57, N1(N=CN=C1)CC(=O)N1[C@@H](C[C@H](C1)CC1=C(C=CC=C1)Cl)C(=O)NC1=CC=C(C=C1)OC1=CC=C(C=C1)F ((2S,4R)-1-(2-(1H-1,2,4-triazol-1-yl)acetyl)-4-(2-chlorobenzyl)-N-(4-(4-fluorophenoxy)phenyl)pyrrolidine-2-carboxamide). Isolated yield 55.0%. Reaction SMILES: Cl.[N:2]1([CH2:7][C:8]([OH:10])=O)[CH:6]=[N:5][CH:4]=[N:3]1.[Cl:11][C:12]1[CH:40]=[CH:39][CH:38]=[CH:37][C:13]=1[CH2:14][C@H:15]1[CH2:19][NH:18][C@H:17]([C:20]([NH:22][C:23]2[CH:28]=[CH:27][C:26]([O:29][C:30]3[CH:35]=[CH:34][C:33]([F:36])=[CH:32][CH:31]=3)=[CH:25][CH:24]=2)=[O:21])[CH2:16]1>>[N:2]1([CH2:7][C:8]([N:18]2[CH2:19][C@H:15]([CH2:14][C:13]3[CH:37]=[CH:38][CH:39]=[CH:40][C:12]=3[Cl:11])[CH2:16][C@H:17]2[C:20]([NH:22][C:23]2[CH:28]=[CH:27][C:26]([O:29][C:30]3[CH:31]=[CH:32][C:33]([F:36])=[CH:34][CH:35]=3)=[CH:25][CH:24]=2)=[O:21])=[O:10])[CH:6]=[N:5][CH:4]=[N:3]1 |f:0.1|. Reported procedure: Proceeding as in Example 1, but substituting 2-(1H-1,2,4-triazol-1-yl)acetic acid hydrochloride and (2S,4R)-4-(2-chlorobenzyl)-N-(4-(4-fluorophenoxy)phenyl)pyrrolidine-2-carboxamide, gave Compound 57, (2S,4R)-1-(2-(1H-1,2,4-triazol-1-yl)acetyl)-4-(2-chlorobenzyl)-N-(4-(4-fluorophenoxy)phenyl)pyrrolidine-2-carboxamide (71 mg, 55%). Major isomer: 1H-NMR (400 MHz, DMSO-D6): σ 10.03 (s, 1H), 8.44 (s, 1H), 7.96 (s, 1H), 7.59-7.52 (m, 2H), 7.49-7.15 (m, 6H), 7.05-6.90 (m, 4H), 5.25 (q, 2H), 4.60-4.49 ... Starting materials: Cl (hydrochloric acid), NC1=C(C=CC=C1)S (2-aminothiophenol), ClC1=C(C(=O)O)C=CC(=C1)[N+](=O)[O-] (2-chloro-4-nitrobenzoic acid), N1=CC=CC2=CC=CC=C12 (quinoline), cuprous oxide. Solvent: O (water), N1=CC=CC=C1 (pyridine). Reaction conditions: time 90 minute. Product: NC1=C(C=CC=C1)SC1=C(C(=O)O)C=CC(=C1)[N+](=O)[O-] (2-(o-Aminophenylthio)-4-nitrobenzoic acid). Reaction SMILES: [NH2:1][C:2]1[CH:7]=[CH:6][CH:5]=[CH:4][C:3]=1[SH:8].Cl[C:10]1[CH:18]=[C:17]([N+:19]([O-:21])=[O:20])[CH:16]=[CH:15][C:11]=1[C:12]([OH:14])=[O:13].N1C2C(=CC=CC=2)C=CC=1.Cl>O.N1C=CC=CC=1>[NH2:1][C:2]1[CH:7]=[CH:6][CH:5]=[CH:4][C:3]=1[S:8][C:10]1[CH:18]=[C:17]([N+:19]([O-:21])=[O:20])[CH:16]=[CH:15][C:11]=1[C:12]([OH:14])=[O:13]. Reported procedure: Heat a mixture of 466 g (3.72 moles) of 2-aminothiophenol, 250 g (1.24 moles) of 2-chloro-4-nitrobenzoic acid, 1.25 liters of quinoline, 192 g (1.34 moles) of cuprous oxide and 125 ml of pyridine in an oil bath at 160°-170° C. with mechanical stirring for 90 minutes. Cool the mixture to room temperature and add 1.87 liters of concentrated hydrochloric acid followed by 625 ml of water. Separate the precipitate and wash well with water. Extract the washed precipitate into boiling methanol and filt...